This data is from the Open Reaction Database (ORD), a public repository of structured organic reaction records. The task is: describe an organic reaction: reactants, conditions, products, and yield Reactants: CC1=CC=2C3=C(N(C2C=C1)CC(O)C1=CN=CN1C(C1=CC=CC=C1)(C1=CC=CC=C1)C1=CC=CC=C1)CCN1CCCC13 (2-(10-methyl-2,3,5,6-tetrahydro-1H-indolizino[7,8-b]indol-7(11cH)-yl)-1-(1-trityl-1H-imidazol-5-yl)ethanol), C([O-])(O)=O.[Na+] (sodium bicarbonate). Run in CO (MeOH), Cl (HCl). Run at time 2 hour. Product: N1C=NC=C1C(CN1C2=C(C=3C=C(C=CC13)C)C1CCCN1CC2)O (1-(1H-imidazol-5-yl)-2-(10-methyl-2,3,5,6-tetrahydro-1H-indolizino[7,8-b]indol-7(11cH)-yl)ethanol). Isolated yield 5.2%. Reaction SMILES: [CH3:1][C:2]1[CH:10]=[CH:9][C:8]2[N:7]([CH2:11][CH:12]([C:14]3[N:18](C(C4C=CC=CC=4)(C4C=CC=CC=4)C4C=CC=CC=4)[CH:17]=[N:16][CH:15]=3)[OH:13])[C:6]3[CH2:38][CH2:39][N:40]4[CH:44]([C:5]=3[C:4]=2[CH:3]=1)[CH2:43][CH2:42][CH2:41]4.C(=O)(O)[O-].[Na+]>CO.Cl>[NH:18]1[C:14]([CH:12]([OH:13])[CH2:11][N:7]2[C:8]3[CH:9]=[CH:10][C:2]([CH3:1])=[CH:3][C:4]=3[C:5]3[CH:44]4[N:40]([CH2:39][CH2:38][C:6]2=3)[CH2:41][CH2:42][CH2:43]4)=[CH:15][N:16]=[CH:17]1 |f:1.2|. Procedure details: To a stirred solution of compound 2-(10-methyl-2,3,5,6-tetrahydro-1H-indolizino[7,8-b]indol-7(11cH)-yl)-1-(1-trityl-1H-imidazol-5-yl)ethanol (400 mg, 0.69 mmol) in MeOH (10 mL), 1N HCl (1 mL) at 0° C. was added. The reaction mixture was stirred at RT for 2 h. The reaction mixture concentrated under vacuum to obtain the crude product that was basified with sat sodium bicarbonate solution and extracted with EtOAc (50 mL). The organic layer dried on anhydrous sodium sulfate, and concentrated under ... Starting materials: C1(=CC=CC=C1)O (Phenol), [OH-].[K+] (potassium hydroxide), ClC1=NC=CC2=CC=C(C=C12)CN1C([C@H](CC1)NS(=O)(=O)C1=CC2=CC(=CC=C2C=C1)OC)=O (7-methoxynaphthalene-2-sulfonic acid [1-(1-chloro-isoquinolin-7-ylmethyl)-2-oxopyrrolidin-3-(S)-yl]-amide), Cl (HCl). The solvent is C(Cl)Cl (methylene chloride), O (water). Run at temperature 90 celsius, time 8 hour. Product: O(C1=CC=CC=C1)C1=NC=CC2=CC=C(C=C12)CN1C(C(CC1)NS(=O)(=O)C1=CC2=CC(=CC=C2C=C1)OC)=O (7-Methoxynaphthalene-2-sulfonic acid [1-(1-phenoxy-isoquinolin-7-ylmethyl)-oxopyrrolidin-3-(R,S)-yl]-amide). The yield is 83.3%. As a reaction SMILES: [C:1]1([OH:7])[CH:6]=[CH:5][CH:4]=[CH:3][CH:2]=1.[OH-].[K+].Cl[C:11]1[C:20]2[C:15](=[CH:16][CH:17]=[C:18]([CH2:21][N:22]3[CH2:26][CH2:25][C@H:24]([NH:27][S:28]([C:31]4[CH:40]=[CH:39][C:38]5[C:33](=[CH:34][C:35]([O:41][CH3:42])=[CH:36][CH:37]=5)[CH:32]=4)(=[O:30])=[O:29])[C:23]3=[O:43])[CH:19]=2)[CH:14]=[CH:13][N:12]=1.Cl>C(Cl)Cl.O>[O:7]([C:11]1[C:20]2[C:15](=[CH:16][CH:17]=[C:18]([CH2:21][N:22]3[CH2:26][CH2:25][CH:24]([NH:27][S:28]([C:31]4[CH:40]=[CH:39][C:38]5[C:33](=[CH:34][C:35]([O:41][CH3:42])=[CH:36][CH:37]=5)[CH:32]=4)(=[O:29])=[O:30])[C:23]3=[O:43])[CH:19]=2)[CH:14]=[CH:13][N:12]=1)[C:1]1[CH:6]=[CH:5][CH:4]=[CH:3][CH:2]=1 |f:1.2|. Reported procedure: Phenol (6.81 g, 72.4 mmol) and potassium hydroxide ( 0.41 g, 7.31 mmol) are added to 7-methoxynaphthalene-2-sulfonic acid [1-(1-chloro-isoquinolin-7-ylmethyl)-2-oxopyrrolidin-3-(S)-yl]-amide (1.8 g, 3.6 mmol) and heated to 90° C. until a homogeneous mixture is obtained. The mixture is stirred overnight at 90° C., then cooled to room temperature and diluted with methylene chloride (100 mL) and water. The aqueous layer is neutralized to pH 7 using 1 N HCl, then the two layers are separated and the... The reactants are [OH-].[Na+] (NaOH), C(C)(=O)OC1(CCN(CC1)C(=O)OC(C)(C)C)\C=C\CC(F)(F)F ((E)-tert-butyl 4-acetoxy-4-(4,4,4-trifluorobut-1-enyl)piperidine-1-carboxylate), CC(OCC)=O (EA). The product is OC1(CCN(CC1)C(=O)OC(C)(C)C)\C=C\CC(F)(F)F ((E)-tert-butyl 4-hydroxy-4-(4,4,4-trifluorobut-1-enyl)piperidine-1-carboxylate). Run at time 16 hour. Procedure: To a mixture of (E)-tert-butyl 4-acetoxy-4-(4,4,4-trifluorobut-1-enyl)piperidine-1-carboxylate (200 mg, 0.57 mmol) in methanol (5 mL) was added 2M NaOH (2 mL, 4 mmol), the mixture was held stirring at r.t. for 16 hrs, when TLC (20% EA/PE) indicated completion of the reaction. The mixture was concentrated in vacuo, the residue was diluted with brine and extracted with EtOAc, and the organic layer was concentrated in vacuo to get the crude product, which was used directly for the next step. RXN SMILES: C([O:4][C:5]1(/[CH:18]=[CH:19]/[CH2:20][C:21]([F:24])([F:23])[F:22])[CH2:10][CH2:9][N:8]([C:11]([O:13][C:14]([CH3:17])([CH3:16])[CH3:15])=[O:12])[CH2:7][CH2:6]1)(=O)C.[OH-].[Na+].CC(=O)OCC>CO>[OH:4][C:5]1(/[CH:18]=[CH:19]/[CH2:20][C:21]([F:24])([F:22])[F:23])[CH2:6][CH2:7][N:8]([C:11]([O:13][C:14]([CH3:17])([CH3:15])[CH3:16])=[O:12])[CH2:9][CH2:10]1 |f:1.2|. The solvent is CO (methanol). The reactants are CC1(CCO)CCc2cc(Cl)ccc2O1, Cl, Cc1ccc(S(=O)(=O)Cl)cc1, c1ccncc1. Product: Cc1ccc(S(=O)(=O)OCCC2(C)CCc3cc(Cl)ccc3O2)cc1. Reaction SMILES: [Cl:1][c:2]1[cH:3][cH:4][c:5]2[c:6]([cH:15]1)[CH2:7][CH2:8][C:9]([CH3:11])([CH2:12][CH2:13][OH:14])[O:10]2.[ClH:27].[c:16]1([CH3:26])[cH:17][cH:18][c:19]([S:22](=[O:23])(=[O:24])[Cl:25])[cH:20][cH:21]1.[cH:28]1[cH:29][cH:30][n:31][cH:32][cH:33]1>>[Cl:1][c:2]1[cH:3][cH:4][c:5]2[c:6]([cH:15]1)[CH2:7][CH2:8][C:9]([CH3:11])([CH2:12][CH2:13][O:14][S:22]([c:19]1[cH:18][cH:17][c:16]([CH3:26])[cH:21][cH:20]1)(=[O:23])=[O:24])[O:10]2. Reaction SMILES: [NH2:1][C:2]1[C:28]([Cl:29])=[CH:27][C:5]([C:6]([NH:8][CH2:9][CH2:10][CH2:11][CH2:12][N:13]2[CH2:17][CH2:16][CH:15]([CH2:18][NH:19][C:20]([O:22]C(C)(C)C)=O)[CH2:14]2)=[O:7])=[C:4]([O:30][CH3:31])[CH:3]=1.[NH2:32][C:33]1[C:41]([Cl:42])=[CH:40][C:36](C(O)=O)=[C:35]([O:43][CH3:44])[CH:34]=1>>[NH2:32][C:33]1[C:41]([Cl:42])=[CH:40][C:36]([C:20]([NH:19][CH2:18][CH:15]2[CH2:16][CH2:17][N:13]([CH2:12][CH2:11][CH2:10][CH2:9][NH:8][C:6](=[O:7])[C:5]3[CH:27]=[C:28]([Cl:29])[C:2]([NH2:1])=[CH:3][C:4]=3[O:30][CH3:31])[CH2:14]2)=[O:22])=[C:35]([O:43][CH3:44])[CH:34]=1. Product: NC1=CC(=C(C(=O)NCC2CN(CC2)CCCCNC(C2=C(C=C(C(=C2)Cl)N)OC)=O)C=C1Cl)OC (4-amino-N-(1-(4-(4-amino-5-chloro-2-methoxybenzoylamino)butyl)pyrrolidin-3-ylmethyl)-5-chloro-2-methoxybenzamide). Reported procedure: 4-Amino-N-(4-(3-tert-butoxycarbonylaminomethylpyrrolidin-1-yl)-butyl)-5-chloro-2-methoxybenzamide (1.35 g) as starting compound was reacted and treated in the same manner as in Example 67 using 4-amino-5-chloro-2-methoxybenzoic acid (0.60 g) to give 4-amino-N-(1-(4-(4-amino-5-chloro-2-methoxybenzoylamino)butyl)pyrrolidin-3-ylmethyl)-5-chloro-2-methoxybenzamide. Reactants: NC1=CC(=C(C(=O)NCCCCN2CC(CC2)CNC(=O)OC(C)(C)C)C=C1Cl)OC (4-Amino-N-(4-(3-tert-butoxycarbonylaminomethylpyrrolidin-1-yl)-butyl)-5-chloro-2-methoxybenzamide), NC1=CC(=C(C(=O)O)C=C1Cl)OC (4-amino-5-chloro-2-methoxybenzoic acid). Reactants: C(C1=CC=CC=C1)OCCOC1=CC=C(C=C1)C(=C(CCCl)C1=CC=CC=C1)C1=CC=C(C=C1)OCC1=CC=CC=C1 (1-[4-(2-Benzyloxyethoxy)-phenyl]-1-(4-benzyloxyphenyl)-4-chloro-2-phenylbut-1-ene), C(C1=CC=CC=C1)OCCOC1=CC=C(C=C1)\C(=C(\CCCl)/C1=CC=CC=C1)\C1=CC=CC=C1 (Z-1-[4-(2-benzyloxyethoxy)-phenyl]-4-chloro-1,2-diphenyl-but-1-ene). Product: ClCC/C(=C(/C1=CC=C(C=C1)OCCO)\C1=CC=C(C=C1)O)/C1=CC=CC=C1 (Z-4-[4-chloro-1-[4-(2-hydroxyethoxy)phenyl]-2-phenyl-but-1-enyl]phenol). Reaction SMILES: C([O:8][CH2:9][CH2:10][O:11][C:12]1[CH:17]=[CH:16][C:15]([C:18]([C:29]2[CH:34]=[CH:33][C:32]([O:35]CC3C=CC=CC=3)=[CH:31][CH:30]=2)=[C:19]([C:23]2[CH:28]=[CH:27][CH:26]=[CH:25][CH:24]=2)[CH2:20][CH2:21][Cl:22])=[CH:14][CH:13]=1)C1C=CC=CC=1.C(OCCOC1C=CC(/C(/C2C=CC=CC=2)=C(\C2C=CC=CC=2)/CCCl)=CC=1)C1C=CC=CC=1>>[Cl:22][CH2:21][CH2:20]/[C:19](/[C:23]1[CH:24]=[CH:25][CH:26]=[CH:27][CH:28]=1)=[C:18](\[C:29]1[CH:30]=[CH:31][C:32]([OH:35])=[CH:33][CH:34]=1)/[C:15]1[CH:14]=[CH:13][C:12]([O:11][CH2:10][CH2:9][OH:8])=[CH:17][CH:16]=1. Procedure: 1-[4-(2-Benzyloxyethoxy)-phenyl]-1-(4-benzyloxyphenyl)-4-chloro-2-phenylbut-1-ene (1.0 g, 1.74 mmol) was debenzylated by the same method as Z-1-[4-(2-benzyloxyethoxy)-phenyl]-4-chloro-1,2-diphenyl-but-1-ene described in example 3. The residue was crystallised from the mixture of ethanol and water (1:1). Yield 0.3 g.